Dataset: the Open Reaction Database (ORD), a public repository of structured organic reaction records. Task: describe an organic reaction: reactants, conditions, products, and yield As a reaction SMILES: [NH2:1][C:2]1[C:11]([N+:12]([O-])=O)=[C:10]2[C:5]([C:6](=[O:25])[C:7]([C:18]3[CH:23]=[CH:22][C:21]([Cl:24])=[CH:20][CH:19]=3)=[C:8]([CH:15]([CH3:17])[CH3:16])[O:9]2)=[CH:4][CH:3]=1.Cl>CO.[Pd]>[NH2:1][C:2]1[C:11]([NH2:12])=[C:10]2[C:5]([C:6](=[O:25])[C:7]([C:18]3[CH:19]=[CH:20][C:21]([Cl:24])=[CH:22][CH:23]=3)=[C:8]([CH:15]([CH3:16])[CH3:17])[O:9]2)=[CH:4][CH:3]=1. Reactants: NC1=CC=C2C(C(=C(OC2=C1[N+](=O)[O-])C(C)C)C1=CC=C(C=C1)Cl)=O (7-Amino-3-(4-chlorophenyl)-2-isopropyl-8-nitro-chromen-4-one), Cl (hydrochloric acid). The reagents and catalysts are [Pd] (palladium on activated carbon). The solvent is CO (methanol). Conditions: time 24 hour. Procedure details: 7-Amino-3-(4-chlorophenyl)-2-isopropyl-8-nitro-chromen-4-one (450 mg, 0.94 mmol) is suspended in methanol (5 ml). Concentrated hydrochloric acid (5 ml) is added. The mixture is placed under an atmosphere of argon, and 10% palladium on activated carbon (50 mg) is added. The reaction mixture is placed under an atmosphere of hydrogen and stirred at room temperature for 24 h. The mixture is filtered through a Celite pad, and the Celite pad is washed with methanol (3×30 ml). The filtrate and the wash... Yields the product NC1=CC=C2C(C(=C(OC2=C1N)C(C)C)C1=CC=C(C=C1)Cl)=O (7,8-Diamino-3-(4-chlorophenyl)-2-isopropyl-chromen-4-one). The reactants are COC1=C(C=2C3=C(C(NC2C=C1)=O)SC=C3)C3=CC=C(C=C3)[C@@H](C)NC(OC(C)(C)C)=O ((R)-tert-butyl 1-(4-(8-methoxy-4-oxo-4,5-dihydrothieno[2,3-c]quinolin-9-yl)phenyl)ethylcarbamate), C1CC(=O)N(C1=O)Cl (NCS). The product is ClC1=CC(=C(C=2C3=C(C(NC12)=O)SC=C3)C3=CC=C(C=C3)[C@@H](C)NC(OC(C)(C)C)=O)OC ((R)-tert-Butyl 1-(4-(6-chloro-8-methoxy-4-oxo-4,5-dihydrothieno[2,3-c]quinolin-9-yl)phenyl)ethylcarbamate). As a reaction SMILES: [CH3:1][O:2][C:3]1[CH:12]=[CH:11][C:10]2[NH:9][C:8](=[O:13])[C:7]3[S:14][CH:15]=[CH:16][C:6]=3[C:5]=2[C:4]=1[C:17]1[CH:22]=[CH:21][C:20]([C@H:23]([NH:25][C:26](=[O:32])[O:27][C:28]([CH3:31])([CH3:30])[CH3:29])[CH3:24])=[CH:19][CH:18]=1.C1C(=O)N([Cl:40])C(=O)C1>>[Cl:40][C:11]1[C:10]2[NH:9][C:8](=[O:13])[C:7]3[S:14][CH:15]=[CH:16][C:6]=3[C:5]=2[C:4]([C:17]2[CH:22]=[CH:21][C:20]([C@H:23]([NH:25][C:26](=[O:32])[O:27][C:28]([CH3:31])([CH3:30])[CH3:29])[CH3:24])=[CH:19][CH:18]=2)=[C:3]([O:2][CH3:1])[CH:12]=1. Procedure: Following General Procedure H, (R)-tert-butyl 1-(4-(8-methoxy-4-oxo-4,5-dihydrothieno[2,3-c]quinolin-9-yl)phenyl)ethylcarbamate (300 mg, 0.67 mmol) was reacted with NCS (110 mg, 0.87 mmol) to afford the desired product (27 mg, 11%) as a yellow solid: ESI MS m/z 485 [C25H25ClN2O4S+H]+. Yield: 8.3%. Starting materials: B(F)(F)F.CCOCC (boron trifluoride etherate), C(C)(=O)OC1=CC=C(CO)C=C1 (4-acetoxybenzyl alcohol), ice, [I-].[Cs+] (cesium iodide). The solvent is C(C)#N (acetonitrile), C(C)#N (acetonitrile), hexanes. Conditions: time 8 hour. The product is C(C)(=O)OC1=CC=C(CI)C=C1 (4-acetoxybenzyl iodide). RXN SMILES: [C:1]([O:4][C:5]1[CH:12]=[CH:11][C:8]([CH2:9]O)=[CH:7][CH:6]=1)(=[O:3])[CH3:2].[I-:13].[Cs+].B(F)(F)F.CCOCC>C(#N)C>[C:1]([O:4][C:5]1[CH:12]=[CH:11][C:8]([CH2:9][I:13])=[CH:7][CH:6]=1)(=[O:3])[CH3:2] |f:1.2,3.4|. Reported procedure: To a solution of 4-acetoxybenzyl alcohol (0.332 g, 2 mmol), and cesium iodide (0.571 g, 2.2 mmol) in anhyd. acetonitrile (10 mL) under nitrogen, boron trifluoride etherate (0.28 mL, 2.2 mmol) in acetonitrile (5 mL) was introduced. After stirring overnight, the reaction mixture was poured into ice-cold water (20 mL) and the solid separated was filtered, washed with water and later with hexanes. The product was dried under high vacuum. Yield, 0.39 g, 71%; TLC, hexanes:EtOAC (4:1). 1H NMR (CDCl3): ...